From a dataset of the Open Reaction Database (ORD), a public repository of structured organic reaction records. describe an organic reaction: reactants, conditions, products, and yield The reactants are ClCCl, C1CCCCC1, CCCNc1c(C)cccc1OCCOCCOC, O=C(Cl)CCl, [Na+], [OH-]. The product is CCCN(C(=O)CCl)c1c(C)cccc1OCCOCCOC. RXN SMILES: [CH2:22]([Cl:23])[Cl:24].[CH2:30]1[CH2:31][CH2:32][CH2:33][CH2:34][CH2:35]1.[CH3:1][c:2]1[cH:3][cH:4][cH:5][c:6]([O:12][CH2:13][CH2:14][O:15][CH2:16][CH2:17][O:18][CH3:19])[c:7]1[NH:8][CH2:9][CH2:10][CH3:11].[Cl:25][CH2:26][C:27](=[O:28])[Cl:29].[Na+:21].[OH-:20]>>[CH3:1][c:2]1[cH:3][cH:4][cH:5][c:6]([O:12][CH2:13][CH2:14][O:15][CH2:16][CH2:17][O:18][CH3:19])[c:7]1[N:8]([CH2:9][CH2:10][CH3:11])[C:27]([CH2:26][Cl:25])=[O:28]. Yields the product C(C)(C)(C)OC(=O)N1C=CC2=C(C(=CC(=C12)C)OC)C(C(=O)O)(C)C#N ((±)-2-(1-(tert-Butoxycarbonyl)-5-methoxy-7-methyl-1H-indol-4-yl)-2-cyanopropanoic acid). The reactants are [OH-].[K+] (KOH), C(#N)C(C(=O)OC)(C)C1=C2C=CN(C2=C(C=C1OC)C)C(=O)OC(C)(C)C ((±)-tert-Butyl 4-(2-cyano-1-methoxy-1-oxopropan-2-yl)-5-methoxy-7-methyl-1H-indole-1-carboxylate), Cl (HCl). Run in O (water), C(C)(=O)OCC (ethyl acetate), CCO (EtOH). Reaction conditions: temperature 0 celsius, time 1 hour. Procedure: (±)-tert-Butyl 4-(2-cyano-1-methoxy-1-oxopropan-2-yl)-5-methoxy-7-methyl-1H-indole-1-carboxylate (Example 155-D) (0.35 g, 0.940 mmol) was dissolved in EtOH (4.70 ml), cooled to 0° C. and added 10% KOH (2.64 ml, 4.70 mmol) and stirred for 1 hour. At this point, the reaction was placed in an ice bath and quenched with 1 N HCl (4.70 ml, 4.70 mmol). The reaction was diluted with water and ethyl acetate. The layers were separated and the ethyl acetate layer was removed, dried over Na2SO4 and concentr... Reaction SMILES: [C:1]([C:3]([C:9]1[C:17]([O:18][CH3:19])=[CH:16][C:15]([CH3:20])=[C:14]2[C:10]=1[CH:11]=[CH:12][N:13]2[C:21]([O:23][C:24]([CH3:27])([CH3:26])[CH3:25])=[O:22])([CH3:8])[C:4]([O:6]C)=[O:5])#[N:2].[OH-].[K+].Cl>CCO.O.C(OCC)(=O)C>[C:24]([O:23][C:21]([N:13]1[C:14]2[C:10](=[C:9]([C:3]([C:1]#[N:2])([CH3:8])[C:4]([OH:6])=[O:5])[C:17]([O:18][CH3:19])=[CH:16][C:15]=2[CH3:20])[CH:11]=[CH:12]1)=[O:22])([CH3:27])([CH3:25])[CH3:26] |f:1.2|. The reactants are FC=1C(=CC=C2C=CC(=NC12)C)O (8-fluoro-2-methylquinolin-7-ol), C([O-])([O-])=O.[K+].[K+] (potassium carbonate), BrCCOC (1-bromo-2-methoxyethane), BrCCOC (bromo-2-methoxyethane), C([O-])([O-])=O.[K+].[K+] (potassium carbonate). Run in CC(=O)C (acetone). Conditions: temperature 70 celsius, time 16 hour. Yields the product FC=1C(=CC=C2C=CC(=NC12)C)OCCOC (8-fluoro-7-(2-methoxyethoxy)-2-methylquinoline). The yield is 54.6%. Reaction SMILES: [F:1][C:2]1[C:3]([OH:13])=[CH:4][CH:5]=[C:6]2[C:11]=1[N:10]=[C:9]([CH3:12])[CH:8]=[CH:7]2.C(=O)([O-])[O-].[K+].[K+].Br[CH2:21][CH2:22][O:23][CH3:24]>CC(C)=O>[F:1][C:2]1[C:3]([O:13][CH2:21][CH2:22][O:23][CH3:24])=[CH:4][CH:5]=[C:6]2[C:11]=1[N:10]=[C:9]([CH3:12])[CH:8]=[CH:7]2 |f:1.2.3|. Reported procedure: To a mixture of 8-fluoro-2-methylquinolin-7-ol (0.30 g, 1.69 mmol) and potassium carbonate (0.70 mg, 5.08 mmol) in acetone (7 mL) was added 1-bromo-2-methoxyethane (0.47 g, 3.39 mmol) and the mixture heated at 70° C. for 18 hours. Additional bromo-2-methoxyethane (0.150 mL) and potassium carbonate (0.35 g) were added and heating was continued for 16 hours. The mixture was partitioned between water and ethyl acetate and the layers were separated. The organic layer was dried (MgSO4), filtered and ... Reactants: CS(=O)(=O)OCCCCCCOC1=CC=CC=C1 (6-(phenoxy)-1-hexanol O-methanesulfonate), NC1=CC=C(C(=O)OCC)C=C1 (ethyl p-aminobenzoate). Run in CN(P(=O)(N(C)C)N(C)C)C (hexamethylphosphoramide). Product: O(C1=CC=CC=C1)CCCCCCNC1=CC=C(C(=O)OCC)C=C1 (Ethyl p-(6-phenoxyhexylamino)benzoate). As a reaction SMILES: CS(O[CH2:6][CH2:7][CH2:8][CH2:9][CH2:10][CH2:11][O:12][C:13]1[CH:18]=[CH:17][CH:16]=[CH:15][CH:14]=1)(=O)=O.[NH2:19][C:20]1[CH:30]=[CH:29][C:23]([C:24]([O:26][CH2:27][CH3:28])=[O:25])=[CH:22][CH:21]=1>CN(C)P(N(C)C)(N(C)C)=O>[O:12]([CH2:11][CH2:10][CH2:9][CH2:8][CH2:7][CH2:6][NH:19][C:20]1[CH:21]=[CH:22][C:23]([C:24]([O:26][CH2:27][CH3:28])=[O:25])=[CH:29][CH:30]=1)[C:13]1[CH:18]=[CH:17][CH:16]=[CH:15][CH:14]=1. Reported procedure: A solution of 13.6 g of 6-(phenoxy)-1-hexanol O-methanesulfonate and 16.5 g of ethyl p-aminobenzoate in 75 ml of hexamethylphosphoramide is heated at 110° C. for 16 hours. The product is isolated as described in Example 3 to give crystals. Recrystallization from ethanol gives crystals, mp 105°-108° C. Starting materials: CC1=CC(=O)CC(C)(C(F)(F)F)C1=O, Cc1ccccc1, OCCO, Cc1ccc(S(=O)(=O)O)cc1. Product: CC1=CC2(CC(C)(C(F)(F)F)C1=O)OCCO2. RXN SMILES: [CH3:1][C:2]1=[CH:3][C:4](=[O:14])[CH2:5][C:6]([C:9]([F:10])([F:11])[F:12])([CH3:13])[C:7]1=[O:8].[CH3:30][c:31]1[cH:32][cH:33][cH:34][cH:35][cH:36]1.[OH:15][CH2:16][CH2:17][OH:18].[c:19]1([CH3:20])[cH:21][cH:22][c:23]([S:24]([OH:25])(=[O:26])=[O:27])[cH:28][cH:29]1>>[CH3:1][C:2]1=[CH:3][C:4]2([CH2:5][C:6]([C:9]([F:10])([F:11])[F:12])([CH3:13])[C:7]1=[O:8])[O:14][CH2:17][CH2:16][O:15]2.